From a dataset of the Open Reaction Database (ORD), a public repository of structured organic reaction records. describe an organic reaction: reactants, conditions, products, and yield The reactants are C(N)(=O)[C@@H]1N(CCN([C@@H]1C(N)=O)CC(=O)OC)CC(=O)OC (Dimethyl cis-2,3-Dicarbamoyl-1,4-piperazinediacetate), C[O-].[Na+] (NaOMe). Solvent: CO (MeOH). Conditions: temperature 60 celsius, time 16 hour. The product is C1(NC(CN2[C@H]1[C@@H]1N(CC2)CC(NC1=O)=O)=O)=O (trans-Tetrahydrodipyrazino[1,2-a:2',1'-c] pyrazine-1, 3, 10, 12 (2H, 4H, 9H, 11H)-tetrone). As a reaction SMILES: [C:1]([C@H:4]1[C@@H:9]([C:10](=[O:12])[NH2:11])[N:8]([CH2:13][C:14](OC)=[O:15])[CH2:7][CH2:6][N:5]1[CH2:18][C:19]([O:21]C)=O)(=[O:3])[NH2:2].C[O-].[Na+]>CO>[C:1]1(=[O:3])[C@@H:4]2[C@H:9]3[C:10](=[O:12])[NH:11][C:14](=[O:15])[CH2:13][N:8]3[CH2:7][CH2:6][N:5]2[CH2:18][C:19](=[O:21])[NH:2]1 |f:1.2|. Procedure details: Method A. To a suspension of diester diamide 10 (1.0 g, 3.16 mmol) in 6 mL of absolute MeOH was slowly added (~10 min) 1.8 mL of NaOMe (25% solution in absolute MeOH, 7.9 mmol) under argon at room temperature. The resulting colorless solution was heated at 60° C. for 4 hours and stirred at room temperature for 16 hours. The solvent was removed under reduced pressure, and the residual white solid was dissolved in 3 mL of H2O. The aqueous solution was acidified (concentrated HCl, pH ~2), and the c... The reactants are C(C)(C)(C)OC(=O)N1CC2C(C1)O2 (1-t-butoxycarbonyl-3-epoxypyrrolidine), NC1=CC=CC=C1 (aniline). The solvent is C(C)O (ethyl alcohol). The product is C(C)(C)(C)OC(=O)N1CC(C(C1)NC1=CC=CC=C1)O (1-t-butoxycarbonyl-3-hydroxy-4-phenylaminopyrrolidine). The yield is 64.5%. RXN SMILES: [C:1]([O:5][C:6]([N:8]1[CH2:12][CH:11]2[O:13][CH:10]2[CH2:9]1)=[O:7])([CH3:4])([CH3:3])[CH3:2].[NH2:14][C:15]1[CH:20]=[CH:19][CH:18]=[CH:17][CH:16]=1>C(O)C>[C:1]([O:5][C:6]([N:8]1[CH2:9][CH:10]([NH:14][C:15]2[CH:20]=[CH:19][CH:18]=[CH:17][CH:16]=2)[CH:11]([OH:13])[CH2:12]1)=[O:7])([CH3:2])([CH3:3])[CH3:4]. Procedure details: In 20 ml of ethyl alcohol was dissolved 5 g (0.027 mole) of 1-t-butoxycarbonyl-3-epoxypyrrolidine, and 12.6 g (0.135 mole) of aniline was added thereto. The mixture was refluxed by heating for 20 hours. After the mixture was cooled to room temperature, the solvent was removed under reduced pressure, and the residue was applied to silica gel column chromatography (the eluent used was a mixture of ethyl acetate : toluene = 1 : 4) to obtain 4.85 g of 1-t-butoxycarbonyl-3-hydroxy-4-phenylaminopyrrol...